Dataset: the Open Reaction Database (ORD), a public repository of structured organic reaction records. Task: describe an organic reaction: reactants, conditions, products, and yield The reactants are ClC1=C(C=CC(=C1Cl)O)C(C(C(F)(F)F)(O)C=1C=CC(N(C1)C)=O)C (5-[2-(2,3-dichloro-4-hydroxy-phenyl)-1-hydroxy-1-trifluoromethyl-propyl]-1-methyl-1H-pyridin-2-one), COC(=O)N1NC=C(C=C1)Cl (methyl-5-chloro-2-pyridazinecarboxylate), TEA, C1CN2CCN1CC2 (DABCO). Solvent: CN(C)C=O (DMF). The product is COC(=O)C1=NC=C(N=C1)OC1=C(C(=C(C=C1)C(C(C(F)(F)F)(C1=CN(C(C=C1)=O)C)O)C)Cl)Cl (5-{2,3-Dichloro-4-[3,3,3-trifluoro-2-hydroxy-1-methyl-2-(1-methyl-6-oxo-1,6-dihydro-pyridin-3-yl)-propyl]-phenoxy}-pyrazine-2-carboxylic acid methyl ester). The yield is 646.3%. RXN SMILES: [Cl:1][C:2]1[C:7]([Cl:8])=[C:6]([OH:9])[CH:5]=[CH:4][C:3]=1[CH:10]([CH3:25])[C:11]([C:17]1[CH:18]=[CH:19][C:20](=[O:24])[N:21]([CH3:23])[CH:22]=1)([OH:16])[C:12]([F:15])([F:14])[F:13].[CH3:26][O:27][C:28](N1C=CC(Cl)=CN1)=[O:29].[CH2:37]1[N:42]2CC[N:39]([CH2:40][CH2:41]2)[CH2:38]1>CN(C=O)C>[CH3:26][O:27][C:28]([C:40]1[CH:41]=[N:42][C:37]([O:9][C:6]2[CH:5]=[CH:4][C:3]([CH:10]([CH3:25])[C:11]([OH:16])([C:17]3[CH:18]=[CH:19][C:20](=[O:24])[N:21]([CH3:23])[CH:22]=3)[C:12]([F:15])([F:13])[F:14])=[C:2]([Cl:1])[C:7]=2[Cl:8])=[CH:38][N:39]=1)=[O:29]. Reported procedure: In analogy to Example 163, 5-[2-(2,3-dichloro-4-hydroxy-phenyl)-1-hydroxy-1-trifluoromethyl-propyl]-1-methyl-1H-pyridin-2-one (Example 197, step 5; 150 mg, 0.38 mmol) was reacted with methyl-5-chloro-2-pyridazinecarboxylate (67 mg, 0.38 mmol), 0.069 ml TEA and 6 mg DABCO in 2 ml DMF for 4 h at rt to give 184 mg of the title compound as an off-white solid. MS (M+H+)=532.1 Reactants: C=1(C(=CC=CC1)S(=O)(=O)Cl)C (Toluenesulfonyl chloride), NCCC(C(=O)OC(C)(C)C)C1(C(N(CC1)CCC1=CC=CC=C1)=O)CC(C)C (tert-Butyl α-(2-Aminoethyl)-3-(2-methylpropyl)-2-oxo-1-(2-phenylethyl)-3-pyrrolidineacetate), C(C)(C)N(CC)C(C)C (diisopropylethylamine). Solvent: C(Cl)Cl (CH2Cl2). Conditions: temperature 0 celsius, time 16 hour. Yields the product 634, CC1=CC=C(C=C1)S(=O)(=O)NCCC(C(=O)OC(C)(C)C)C1(C(N(CC1)CCC1=CC=CC=C1)=O)CC(C)C (tert-Butyl α-[2-[[(4-Methylphenyl)sulfonyl]amino]ethyl]-3-(2-methylpropyl)-2-oxo-1-(2-phenylethyl)-3-pyrrolidineacetate). Isolated yield 70.0%. As a reaction SMILES: [C:1]1(C)[C:2]([S:7](Cl)(=[O:9])=[O:8])=[CH:3][CH:4]=[CH:5][CH:6]=1.[NH2:12][CH2:13][CH2:14][CH:15]([C:23]1([CH2:37][CH:38]([CH3:40])[CH3:39])[CH2:27][CH2:26][N:25]([CH2:28][CH2:29][C:30]2[CH:35]=[CH:34][CH:33]=[CH:32][CH:31]=2)[C:24]1=[O:36])[C:16]([O:18][C:19]([CH3:22])([CH3:21])[CH3:20])=[O:17].[CH:41](N(C(C)C)CC)(C)C>C(Cl)Cl>[CH3:41][C:5]1[CH:6]=[CH:1][C:2]([S:7]([NH:12][CH2:13][CH2:14][CH:15]([C:23]2([CH2:37][CH:38]([CH3:40])[CH3:39])[CH2:27][CH2:26][N:25]([CH2:28][CH2:29][C:30]3[CH:31]=[CH:32][CH:33]=[CH:34][CH:35]=3)[C:24]2=[O:36])[C:16]([O:18][C:19]([CH3:22])([CH3:21])[CH3:20])=[O:17])(=[O:8])=[O:9])=[CH:3][CH:4]=1. Procedure details: Toluenesulfonyl chloride (372 mg) is added to a solution of tert-butyl α-(2-aminoethyl)-3-(2-methylpropyl)-2-oxo-1-(2-phenylethyl)-3-pyrrolidineacetate (EXAMPLE 73, step 1; 654 mg, 1.62 mmol), CH2Cl2 (10.0 mL), and diisopropylethylamine (0.34 mL) at 0° C. The solution is stirred at 0° C. for 1 hour and at room temperature for 16 hours. Basic workup (CH2Cl2, NaHCO3, MgSO4) and purification by flash chromatography gives 634 nag (70%) of the title compound as a white solid (mp 136°-138° C.): The product is CC(C(=O)O)c1ccc2c(c1)Sc1ccccc1CC2=O. Starting materials: CCO, Cl, [K+], CCOC(=O)C(C)c1ccc2c(c1)Sc1ccccc1CC2=O, [OH-], O. Reaction SMILES: [CH3:24][CH2:25][OH:26].[ClH:29].[K+:28].[O:1]=[C:2]1[c:3]2[c:4]([cH:13][c:14]([CH:17]([C:18](=[O:19])[O:20][CH2:21][CH3:22])[CH3:23])[cH:15][cH:16]2)[S:5][c:6]2[c:7]([cH:9][cH:10][cH:11][cH:12]2)[CH2:8]1.[OH-:27].[OH2:30]>>[O:1]=[C:2]1[c:3]2[c:4]([cH:13][c:14]([CH:17]([C:18](=[O:19])[OH:20])[CH3:23])[cH:15][cH:16]2)[S:5][c:6]2[c:7]([cH:9][cH:10][cH:11][cH:12]2)[CH2:8]1.